Dataset: the Open Reaction Database (ORD), a public repository of structured organic reaction records. Task: describe an organic reaction: reactants, conditions, products, and yield Starting materials: Cn1cc(Br)cc(Nc2cc3n(n2)CCNC3)c1=O, [BH3-]C#N, CCOCC, ClCCl, CO, CO, [Cl-], [Cl-], [Na+], O=C1COC1, [Zn+2]. Yields the product Cn1cc(Br)cc(Nc2cc3n(n2)CCN(C2COC2)C3)c1=O. RXN SMILES: [Br:1][c:2]1[cH:3][c:4]([NH:10][c:11]2[n:12][n:13]3[c:14]([cH:19]2)[CH2:15][NH:16][CH2:17][CH2:18]3)[c:5](=[O:9])[n:6]([CH3:8])[cH:7]1.[C:25]([BH3-:26])#[N:27].[CH2:31]([O:32][CH2:33][CH3:34])[CH3:35].[CH2:36]([Cl:37])[Cl:38].[CH3:29][OH:30].[CH3:39][OH:40].[Cl-:41].[Cl-:43].[Na+:28].[O:20]1[CH2:21][C:22](=[O:24])[CH2:23]1.[Zn+2:42]>>[Br:1][c:2]1[cH:3][c:4]([NH:10][c:11]2[n:12][n:13]3[c:14]([cH:19]2)[CH2:15][N:16]([CH:22]2[CH2:21][O:20][CH2:23]2)[CH2:17][CH2:18]3)[c:5](=[O:9])[n:6]([CH3:8])[cH:7]1. The reactants are O (water), COC(C(CC1=CC=C(C=C1)C(O[SiH2]C(C)(C)C)(C)C)SCCC1=CC=C(C=C1)F)=O (3-[4-(tert-Butyl-dimethyl-silanyloxymethyl)-phenyl]-2-[2-(4-fluoro-phenyl)-ethylsulfanyl]-propionic acid methyl ester), [OH-].[Na+] (NaOH). The solvent is C1CCOC1 (THF). Yields the product C(C)(C)(C)[SiH2]OC(C1=CC=C(C=C1)CC(C(=O)O)SCCC1=CC=C(C=C1)F)(C)C (3-[4-(tert-Butyl-dimethyl-silanyloxymethyl)-phenyl]-2-[2-(4-fluoro-phenyl)-ethylsulfanyl]-propionic acid). As a reaction SMILES: C[O:2][C:3](=[O:31])[CH:4]([S:21][CH2:22][CH2:23][C:24]1[CH:29]=[CH:28][C:27]([F:30])=[CH:26][CH:25]=1)[CH2:5][C:6]1[CH:11]=[CH:10][C:9]([C:12]([CH3:20])([CH3:19])[O:13][SiH2:14][C:15]([CH3:18])([CH3:17])[CH3:16])=[CH:8][CH:7]=1.O.[OH-].[Na+]>C1COCC1>[C:15]([SiH2:14][O:13][C:12]([CH3:20])([CH3:19])[C:9]1[CH:8]=[CH:7][C:6]([CH2:5][CH:4]([S:21][CH2:22][CH2:23][C:24]2[CH:25]=[CH:26][C:27]([F:30])=[CH:28][CH:29]=2)[C:3]([OH:31])=[O:2])=[CH:11][CH:10]=1)([CH3:18])([CH3:16])[CH3:17] |f:2.3|. Reported procedure: 3-[4-(tert-Butyl-dimethyl-silanyloxymethyl)-phenyl]-2-[2-(4-fluoro-phenyl)-ethylsulfanyl]-propionic acid methyl ester (4.93 g, 10.66 mmol) was dissolved in THF (100 mL) and water (50 mL) and cooled down to 0° C. NaOH (6.39 g, 159.88 mmol) was added and the resulting suspension was stirred stirring for 1 h without removing the cooling bath and another 28 h at ambient temperature. 2N HCl was added until pH 2 was reached and the mixture was extracted with EtOAc (3×100 mL). The combined organic laye... Starting materials: FC(C1(CCCC1)CO)(F)F ((1-(trifluoromethyl)cyclopentyl)methanol), CC(C)([O-])C.[K+] (potassium tert-butoxide), Cl (hydrochloric acid), ClC=1C(=CC(=C(C(=O)O)C1)F)F (5-chloro-2,4-difluorobenzoic acid). Solvent: CS(=O)C (dimethylsulfoxide). Run at time 30 minute. Yields the product ClC=1C(=CC(=C(C(=O)O)C1)F)OCC1(CCCC1)C(F)(F)F (5-chloro-2-fluoro-4-((1-(trifluoromethyl)-cyclopentyl)methoxy)benzoic acid). Isolated yield 88.3%. As a reaction SMILES: [F:1][C:2]([F:11])([F:10])[C:3]1([CH2:8][OH:9])[CH2:7][CH2:6][CH2:5][CH2:4]1.CC(C)([O-])C.[K+].[Cl:18][C:19]1[C:20](F)=[CH:21][C:22]([F:28])=[C:23]([CH:27]=1)[C:24]([OH:26])=[O:25].Cl>CS(C)=O>[Cl:18][C:19]1[C:20]([O:9][CH2:8][C:3]2([C:2]([F:10])([F:11])[F:1])[CH2:7][CH2:6][CH2:5][CH2:4]2)=[CH:21][C:22]([F:28])=[C:23]([CH:27]=1)[C:24]([OH:26])=[O:25] |f:1.2|. Procedure details: To a solution of (1-(trifluoromethyl)cyclopentyl)methanol (2.80 g, 16.65 mmol) in anhydrous dimethylsulfoxide (50 ml) was added potassium tert-butoxide (4.50 g, 40.106 mmol) and the reaction mixture was stirred at ambient temperature for 30 minutes. 5-chloro-2,4-difluorobenzoic acid (3.20 g, 16.62 mmol) was added to the reaction mixture, and stirring was continued for 2 hours. The reaction mixture was acidified to pH=1 with 5% aqueous hydrochloric acid solution and extracted with ethyl acetate, ...